This data is from the Open Reaction Database (ORD), a public repository of structured organic reaction records. The task is: describe an organic reaction: reactants, conditions, products, and yield The reactants are C(C1=CC=CC=C1)OC(=O)N1CCC(CC1)C=1NC(=C(N1)C1=CC=NC=C1)C1=CC(=C(C=C1)Cl)Cl (4-[5-(3,4-Dichlorophenyl)-4-pyridin-4-yl-1H-imidazol-2-yl]piperidine-1-carboxylic acid benzyl ester). Run in Br (hydrogen bromide), C(C)(=O)O (acetic acid). Reaction conditions: temperature 80 celsius. Yields the product ClC=1C=C(C=CC1Cl)C1=C(N=C(N1)C1CCNCC1)C1=CC=NC=C1 (4-[5-(3,4-Dichlorophenyl)-4-pyridin-4-yl-1H-imidazol-2-yl]piperidine). The yield is 78.6%. As a reaction SMILES: C(OC([N:11]1[CH2:16][CH2:15][CH:14]([C:17]2[NH:18][C:19]([C:28]3[CH:33]=[CH:32][C:31]([Cl:34])=[C:30]([Cl:35])[CH:29]=3)=[C:20]([C:22]3[CH:27]=[CH:26][N:25]=[CH:24][CH:23]=3)[N:21]=2)[CH2:13][CH2:12]1)=O)C1C=CC=CC=1>Br.C(O)(=O)C>[Cl:35][C:30]1[CH:29]=[C:28]([C:19]2[NH:18][C:17]([CH:14]3[CH2:15][CH2:16][NH:11][CH2:12][CH2:13]3)=[N:21][C:20]=2[C:22]2[CH:23]=[CH:24][N:25]=[CH:26][CH:27]=2)[CH:33]=[CH:32][C:31]=1[Cl:34]. Procedure details: 4-[5-(3,4-Dichlorophenyl)-4-pyridin-4-yl-1H-imidazol-2-yl]piperidine-1-carboxylic acid benzyl ester (3.8 g, 7.5 mmol) dissolved in hydrogen bromide (30 wt. %) in acetic acid (20 mL) was heated to 80° C. for one hour, after which time the reaction mixture was allowed to cool to ambient temperature and concentrated at reduced pressure. The residue was then dissolved in hydrochloric acid (100 mL of 1N) and extracted with ethyl acetate (100 mL). The aqueous layer was then basified with sodium hydrox... The reactants are NC=1C(=NC(=C(C1)C(F)(F)F)C=1C=NN(C1)C)C(=O)O (3-amino-6-(1-methyl-1H-pyrazol-4-yl)-5-(trifluoro methyl)picolinic acid), NCC(C(F)(F)F)(O)C (3-amino-1,1,1-trifluoro-2-methylpropan-2-ol). Procedure: The title compound was prepared from 3-amino-6-(1-methyl-1H-pyrazol-4-yl)-5-(trifluoro methyl)picolinic acid and 3-amino-1,1,1-trifluoro-2-methylpropan-2-ol analogously to Example 4 1H NMR (400 MHz, Methanol-d4) δ 7.97 (1H, s), 7.85 (1H, s), 7.60 (1H, s), 3.97 (3H, s), 3.77 (1H, m), 3.56 (1H, m), 1.37 (3H, s) Reaction SMILES: [NH2:1][C:2]1[C:3]([C:18](O)=[O:19])=[N:4][C:5]([C:12]2[CH:13]=[N:14][N:15]([CH3:17])[CH:16]=2)=[C:6]([C:8]([F:11])([F:10])[F:9])[CH:7]=1.[NH2:21][CH2:22][C:23]([CH3:29])([OH:28])[C:24]([F:27])([F:26])[F:25]>>[NH2:1][C:2]1[C:3]([C:18]([NH:21][CH2:22][C:23]([OH:28])([CH3:29])[C:24]([F:27])([F:26])[F:25])=[O:19])=[N:4][C:5]([C:12]2[CH:13]=[N:14][N:15]([CH3:17])[CH:16]=2)=[C:6]([C:8]([F:10])([F:11])[F:9])[CH:7]=1. Yields the product NC=1C(=NC(=C(C1)C(F)(F)F)C=1C=NN(C1)C)C(=O)NCC(C(F)(F)F)(C)O (3-Amino-6-(1-methyl-1H-pyrazol-4-yl)-N-(3,3,3-trifluoro-2-hydroxy-2-methylpropyl)-5-(trifluoromethyl)picolinamide). Reactants: [BH4-], CO, COC(=O)COCCCCN1C(=O)CCC1CCC(=O)Cc1cccc(Cl)c1, ClCCl, Cl, [Na+]. Yields the product COC(=O)COCCCCN1C(=O)CCC1CCC(O)Cc1cccc(Cl)c1. Reaction SMILES: [BH4-:1].[CH3:31][OH:32].[CH3:3][O:4][C:5]([CH2:6][O:7][CH2:8][CH2:9][CH2:10][CH2:11][N:12]1[CH:13]([CH2:18][CH2:19][C:20]([CH2:21][c:22]2[cH:23][c:24]([Cl:28])[cH:25][cH:26][cH:27]2)=[O:29])[CH2:14][CH2:15][C:16]1=[O:17])=[O:30].[Cl:34][CH2:35][Cl:36].[ClH:33].[Na+:2]>>[CH3:3][O:4][C:5]([CH2:6][O:7][CH2:8][CH2:9][CH2:10][CH2:11][N:12]1[CH:13]([CH2:18][CH2:19][CH:20]([CH2:21][c:22]2[cH:23][c:24]([Cl:28])[cH:25][cH:26][cH:27]2)[OH:29])[CH2:14][CH2:15][C:16]1=[O:17])=[O:30]. Reactants: ClC=1N=C(C2=C(N1)CN(C2)C)N2CCOCC2 (4-(2-chloro-6-methyl-6,7-dihydro-5H-pyrrolo[3,4-d]pyrimidin-4-yl)morpholine), C(C)NC(=O)NC1=CC(=C(C=C1)B1OC(C(O1)(C)C)(C)C)F (1-ethyl-3-(3-fluoro-4-(4,4,5,5-tetramethyl-1,3,2-dioxaborolan-2-yl)phenyl)urea), ClC=1N=C(C2=C(N1)CN(C2)C)N2CCOCC2 (4-(2-chloro-6-methyl-6,7-dihydro-5H-pyrrolo[3,4-d]pyrimidin-4-yl)morpholine), C(C)NC(=O)NC1=CC(=C(C=C1)B1OC(C(O1)(C)C)(C)C)F (1-ethyl-3-(3-fluoro-4-(4,4,5,5-tetramethyl-1,3,2-dioxaborolan-2-yl)phenyl)urea). Yields the product C(C)NC(=O)NC1=CC(=C(C=C1)C=1N=C(C2=C(N1)CN(C2)C)N2CCOCC2)F (1-ethyl-3-(3-fluoro-4-(6-methyl-4-morpholino-6,7-dihydro-5H-pyrrolo[3,4-d]pyrimidin-2-yl)phenyl)urea). Isolated yield 26.0%. RXN SMILES: Cl[C:2]1[N:3]=[C:4]([N:12]2[CH2:17][CH2:16][O:15][CH2:14][CH2:13]2)[C:5]2[CH2:10][N:9]([CH3:11])[CH2:8][C:6]=2[N:7]=1.[CH2:18]([NH:20][C:21]([NH:23][C:24]1[CH:29]=[CH:28][C:27](B2OC(C)(C)C(C)(C)O2)=[C:26]([F:39])[CH:25]=1)=[O:22])[CH3:19]>>[CH2:18]([NH:20][C:21]([NH:23][C:24]1[CH:29]=[CH:28][C:27]([C:2]2[N:3]=[C:4]([N:12]3[CH2:17][CH2:16][O:15][CH2:14][CH2:13]3)[C:5]3[CH2:10][N:9]([CH3:11])[CH2:8][C:6]=3[N:7]=2)=[C:26]([F:39])[CH:25]=1)=[O:22])[CH3:19]. Reported procedure: Method as example 147 using 4-(2-chloro-6-methyl-6,7-dihydro-5H-pyrrolo[3,4-d]pyrimidin-4-yl)morpholine (intermediate 21) and 1-ethyl-3-(3-fluoro-4-(4,4,5,5-tetramethyl-1,3,2-dioxaborolan-2-yl)phenyl)urea (intermediate 28) as starting materials. The crude reaction mixture was partitioned between EtOAc (25 ml) and water (25 ml). The organic layer was recovered, passed through a hydrophobic frit and the solvent removed in vacuo. Residue was then purified by prep. HPLC at high pH to afford a light ... Starting materials: NC1=CC=C(C=N1)C=1C=CC2=C(N(CC(C=3N2C(=NN3)C)C)C3=CC=C(C(=O)N)C=C3)C1 (4-(8-(6-aminopyridin-3-yl)-1,4-dimethyl-4H-benzo[b][1,2,4]triazolo[4,3-d][1,4]diazepin-6(5H)-yl)benzamide). Run in CCCCCC.C(C)O (hexane ethanol). The product is NC1=CC=C(C=N1)C=1C=CC2=C(N(C[C@H](C=3N2C(=NN3)C)C)C3=CC=C(C(=O)N)C=C3)C1 ((R)-4-(8-(6-aminopyridin-3-yl)-1,4-dimethyl-4H-benzo[b][1,2,4]triazolo[4,3-d][1,4]diazepin-6(5H)-yl)benzamide), NC1=CC=C(C=N1)C=1C=CC2=C(N(C[C@@H](C=3N2C(=NN3)C)C)C3=CC=C(C(=O)N)C=C3)C1 ((S)-4-(8-(6-aminopyridin-3-yl)-1,4-dimethyl-4H-benzo[b][1,2,4]triazolo[4,3-d][1,4]diazepin-6(5H)-yl)benzamide). Isolated yield 47.5%. Reaction SMILES: [NH2:1][C:2]1[N:7]=[CH:6][C:5]([C:8]2[CH:9]=[CH:10][C:11]3[N:17]4[C:18]([CH3:21])=[N:19][N:20]=[C:16]4[CH:15]([CH3:22])[CH2:14][N:13]([C:23]4[CH:31]=[CH:30][C:26]([C:27]([NH2:29])=[O:28])=[CH:25][CH:24]=4)[C:12]=3[CH:32]=2)=[CH:4][CH:3]=1>CCCCCC.C(O)C>[NH2:1][C:2]1[N:7]=[CH:6][C:5]([C:8]2[CH:9]=[CH:10][C:11]3[N:17]4[C:18]([CH3:21])=[N:19][N:20]=[C:16]4[C@H:15]([CH3:22])[CH2:14][N:13]([C:23]4[CH:24]=[CH:25][C:26]([C:27]([NH2:29])=[O:28])=[CH:30][CH:31]=4)[C:12]=3[CH:32]=2)=[CH:4][CH:3]=1.[NH2:1][C:2]1[N:7]=[CH:6][C:5]([C:8]2[CH:9]=[CH:10][C:11]3[N:17]4[C:18]([CH3:21])=[N:19][N:20]=[C:16]4[C@@H:15]([CH3:22])[CH2:14][N:13]([C:23]4[CH:24]=[CH:25][C:26]([C:27]([NH2:29])=[O:28])=[CH:30][CH:31]=4)[C:12]=3[CH:32]=2)=[CH:4][CH:3]=1 |f:1.2|. Reported procedure: 4-(8-(6-aminopyridin-3-yl)-1,4-dimethyl-4H-benzo[b][1,2,4]triazolo[4,3-d][1,4]diazepin-6(5H)-yl)benzamide (80 mg, 0.19 mmol) was separated by chiral HPLC (Daicel AD-H (250 mm×20 mm×5 μm), hexane/ethanol (0.2 diethylamine)=30:70, flow rate: 13 mL/min), then (R)-4-(8-(6-aminopyridin-3-yl)-1,4-dimethyl-4H-benzo[b][1,2,4]triazolo[4,3-d][1,4]diazepin-6(5H)-yl)benzamide (27 mg, 67.5%) and (S)-4-(8-(6-aminopyridin-3-yl)-1,4-dimethyl-4H-benzo[b][1,2,4]triazolo[4,3-d][1,4]diazepin-6(5H)-yl)benzamide (19 ... The reactants are CC1CCCO1, CC(C)[Mg+], [Cl-], [Cl-], CC(C)(C)OC(=O)N1CCC(c2nc(I)c(I)n2CCN2CCCC2)CC1, [NH4+], C1CCOC1. Product: CC(C)(C)OC(=O)N1CCC(c2nc(I)cn2CCN2CCCC2)CC1. As a reaction SMILES: [CH3:28][CH:29]1[CH2:30][CH2:31][CH2:32][O:33]1.[CH:35]([Mg+:36])([CH3:37])[CH3:38].[Cl-:34].[Cl-:44].[I:1][c:2]1[n:3][c:4]([CH:15]2[CH2:16][CH2:17][N:18]([C:21](=[O:22])[O:23][C:24]([CH3:25])([CH3:26])[CH3:27])[CH2:19][CH2:20]2)[n:5]([CH2:8][CH2:9][N:10]2[CH2:11][CH2:12][CH2:13][CH2:14]2)[c:6]1[I:7].[NH4+:45].[O:39]1[CH2:40][CH2:41][CH2:42][CH2:43]1>>[I:1][c:2]1[n:3][c:4]([CH:15]2[CH2:16][CH2:17][N:18]([C:21](=[O:22])[O:23][C:24]([CH3:25])([CH3:26])[CH3:27])[CH2:19][CH2:20]2)[n:5]([CH2:8][CH2:9][N:10]2[CH2:11][CH2:12][CH2:13][CH2:14]2)[cH:6]1. Reactants: C(C1=CC=CC=C1)N(C)CCCl (N-benzyl-2-chloro-N-methylethylamine), OC1=C(C=O)C=C(C=C1)OC (2-hydroxy-5-methoxybenzal dehyde), hydrochloride salt, [H-].[Na+] (sodium hydride). Run in C1(=CC=CC=C1)C (toluene), CN(C)C=O (DMF), CN(C)C=O (DMF). Conditions: temperature 70 celsius. Product: C(C1=CC=CC=C1)N(C)CCOC1=C(C=O)C=C(C=C1)OC (2-[2-(N-benzyl-N-methylamino)ethoxy]-5-methoxybenzaldehyde). RXN SMILES: [OH:1][C:2]1[CH:9]=[CH:8][C:7]([O:10][CH3:11])=[CH:6][C:3]=1[CH:4]=[O:5].[H-].[Na+].[CH2:14]([N:21]([CH2:23][CH2:24]Cl)[CH3:22])[C:15]1[CH:20]=[CH:19][CH:18]=[CH:17][CH:16]=1>CN(C=O)C.C1(C)C=CC=CC=1>[CH2:14]([N:21]([CH2:23][CH2:24][O:1][C:2]1[CH:9]=[CH:8][C:7]([O:10][CH3:11])=[CH:6][C:3]=1[CH:4]=[O:5])[CH3:22])[C:15]1[CH:20]=[CH:19][CH:18]=[CH:17][CH:16]=1 |f:1.2|. Procedure details: In a similar manner to the previous example, a solution of 2-hydroxy-5-methoxybenzal dehyde (25.0 g) in DMF (50 ml) was added to a stirred suspension of sodium hydride (6.84 g of a 60% dispersion in mineral oil) in dry DMF (125 ml) at ambient temperature under nitrogen with stirring. The mixture was heated at 70° C. for 2 hours and then cooled to ambient temperature and a solution of N-benzyl-2-chloro-N-methylethylamine in toluene (75 ml) was added [prepared from 48.5 g of the hydrochloride salt... Starting materials: ClC1=CC=C(C=C1)C(=O)C=1N(C(=NC1)SCCCN(C)C)C ((4-Chloro-phenyl)-[2-(3-dimethylamino-propylsulfanyl)-3-methyl-3H-imidazol-4-yl]-methanone), OO (H2O2), [OH-].[Na+] (sodium hydroxide), O (water). The solvent is C(C)(=O)O (acetic acid). Reaction conditions: time 48 hour. Yields the product ClC1=CC=C(C=C1)C(=O)C=1N(C(=NC1)S(=O)CCCN(C)C)C ((4-Chloro-phenyl)-[2-(3-dimethylamino-propane-1-sulfinyl)-3-methyl-3H-imidazol-4-yl]-methanone). Reaction SMILES: [Cl:1][C:2]1[CH:7]=[CH:6][C:5]([C:8]([C:10]2[N:11]([CH3:22])[C:12]([S:15][CH2:16][CH2:17][CH2:18][N:19]([CH3:21])[CH3:20])=[N:13][CH:14]=2)=[O:9])=[CH:4][CH:3]=1.[OH:23]O.O.[OH-].[Na+]>C(O)(=O)C>[Cl:1][C:2]1[CH:7]=[CH:6][C:5]([C:8]([C:10]2[N:11]([CH3:22])[C:12]([S:15]([CH2:16][CH2:17][CH2:18][N:19]([CH3:21])[CH3:20])=[O:23])=[N:13][CH:14]=2)=[O:9])=[CH:4][CH:3]=1 |f:3.4|. Procedure: To a stirred solution of (4-Chloro-phenyl)-[2-(3-dimethylamino-propylsulfanyl)-3-methyl-3H-imidazol-4-yl]-methanone (135 mg) in glacial acetic acid (4.00 mL) was added at room temperature H2O2 (82.0 μL; 30 wt. % in water). The reaction solution was stirred for 48 h at room temperature, and water (10.0 mL) was added. The solution was brought to pH=12 using sodium hydroxide (25% in water) and extracted with dichloromethane (250 mL, 2×50.0 mL). The combined organic layers were washed with water (3×... The reactants are Cl.CNC (N,N-dimethylamine hydrochloride), O (water), ClC=1C=C(CN)C=C(C1N)Cl (3,5-Dichloro-4-aminobenzylamine), compound, C(=O)([O-])[O-].[K+].[K+] (K2CO3), CN(C)C=O (DMF). Conditions: temperature 0 celsius. Yields the product NCC1=CC(=C(C(=C1)Cl)NC(CN(C)C)=O)Cl (N-(4-(Aminomethyl)-2,6-dichlorophenyl)-2-(dimethylamino)acetamide). The yield is 72.9%. As a reaction SMILES: [Cl:1][C:2]1[CH:3]=[C:4]([CH:7]=[C:8]([Cl:11])[C:9]=1[NH2:10])[CH2:5][NH2:6].[C:12]([O-:15])([O-])=O.[K+].[K+].Cl.CNC.O.[CH3:23][N:24]([CH:26]=O)[CH3:25]>>[NH2:6][CH2:5][C:4]1[CH:3]=[C:2]([Cl:1])[C:9]([NH:10][C:12](=[O:15])[CH2:23][N:24]([CH3:26])[CH3:25])=[C:8]([Cl:11])[CH:7]=1 |f:1.2.3,4.5|. Procedure: Step F (3): To a solution of the compound of step F (2) (6 g 0.014 mol) in dry DMF (60 ml) under N2, anhydrous K2CO3 (6.03 g, 0.043 mol) was added with stirring. The reaction mixture was cooled to 0° C. and N,N-dimethylamine hydrochloride (2.37 g, 0.029 mol) was added at once. The reaction mixture was allowed stir for overnight at room temperature. The reaction mixture was poured into water and extracted with ethyl acetate (2×150 ml). The organic layer was washed with water (25 ml), brine (25 ml...